Dataset: the Open Reaction Database (ORD), a public repository of structured organic reaction records. Task: describe an organic reaction: reactants, conditions, products, and yield The reactants are C1CCOC1, COC(=O)C1CCC(=O)CC1, CC(C)(C)[O-], [K+], O. Product: COC(=O)C1CCC(C=O)CC1. As a reaction SMILES: [CH2:1]1[CH2:3][CH2:2][CH2:4][O:5]1.[CH3:12][O:13][C:14](=[O:15])[CH:16]1[CH2:17][CH2:18][C:19](=[O:22])[CH2:20][CH2:21]1.[CH3:6][C:7]([CH3:8])([O-:9])[CH3:10].[K+:11].[OH2:23]>>[CH:4](=[O:5])[CH:19]1[CH2:18][CH2:17][CH:16]([C:14]([O:13][CH3:12])=[O:15])[CH2:21][CH2:20]1. Reactants: CC=1N=CNC1 (4-methylimidazole), C(C)(=O)Cl (acetyl chloride). The solvent is C1(=CC=CC=C1)C (toluene). Product: C(C)(=O)N1C=NC(=C1)C (1- acetyl-4-methyl-imidazole). The yield is 50.3%. Reaction SMILES: [CH3:1][C:2]1[N:3]=[CH:4][NH:5][CH:6]=1.[C:7](Cl)(=[O:9])[CH3:8]>C1(C)C=CC=CC=1>[C:7]([N:5]1[CH:6]=[C:2]([CH3:1])[N:3]=[CH:4]1)(=[O:9])[CH3:8]. Reported procedure: A mixture of 50 g (609 mmol) of 4-methylimidazole in 250 ml of toluene was stirred at room temperature under nitrogen and 239 g (304 mmol) of acetyl chloride was added. The mixture was stirred at room temperature for 5 hours, filtered to remove insolubles and the filtrate concentrated giving 19 g (50%) of 1- acetyl-4-methyl-imidazole as a yellow oil which crystallizes on standing. nmr (CDCl3) (δ): 8.06 (s, 1H); 7.17 (s, 1H); 2.57 (s, 3H); 2.23 (s, 3H). Reactants: C1CCOC1, CI, [H-], [Na+], COCn1c2c(c3cc(Cl)ccc31)CCC(C(C)(CO)S(=O)(=O)c1ccccc1)C2. Yields the product COCn1c2c(c3cc(Cl)ccc31)CCC(C(C)(COC)S(=O)(=O)c1ccccc1)C2. RXN SMILES: [CH2:35]1[O:36][CH2:37][CH2:38][CH2:39]1.[CH3:33][I:34].[H-:32].[Na+:31].[c:1]1([S:7](=[O:8])(=[O:9])[C:10]([CH2:11][OH:12])([CH3:13])[CH:14]2[CH2:15][c:16]3[n:17]([CH2:28][O:29][CH3:30])[c:18]4[cH:19][cH:20][c:21]([Cl:27])[cH:22][c:23]4[c:24]3[CH2:25][CH2:26]2)[cH:2][cH:3][cH:4][cH:5][cH:6]1>>[c:1]1([S:7](=[O:8])(=[O:9])[C:10]([CH2:11][O:12][CH3:33])([CH3:13])[CH:14]2[CH2:15][c:16]3[n:17]([CH2:28][O:29][CH3:30])[c:18]4[cH:19][cH:20][c:21]([Cl:27])[cH:22][c:23]4[c:24]3[CH2:25][CH2:26]2)[cH:2][cH:3][cH:4][cH:5][cH:6]1. The reactants are CC(C)CN, Cc1ccccc1, O=C1OC(=O)c2c(F)ccc(F)c21, Cc1ccc(S(=O)(=O)O)cc1. The product is CC(C)CN1C(=O)c2c(F)ccc(F)c2C1=O. Reaction SMILES: [CH2:14]([CH:15]([CH3:16])[CH3:17])[NH2:18].[CH3:30][c:31]1[cH:32][cH:33][cH:34][cH:35][cH:36]1.[F:1][c:2]1[c:3]2[c:4]([c:10]([F:13])[cH:11][cH:12]1)[C:5](=[O:6])[O:7][C:8]2=[O:9].[c:19]1([CH3:20])[cH:21][cH:22][c:23]([S:24]([OH:25])(=[O:26])=[O:27])[cH:28][cH:29]1>>[F:1][c:2]1[c:3]2[c:4]([c:10]([F:13])[cH:11][cH:12]1)[C:5](=[O:7])[N:18]([CH2:14][CH:15]([CH3:16])[CH3:17])[C:8]2=[O:9]. The reactants are [BH4-], C1CCOC1, CCC(CC)(c1ccc(OCC(=O)C(C)(C)C)c(C)c1)c1ccc(N(C)S(C)(=O)=O)c(C)c1, CO, [Na+]. Yields the product CCC(CC)(c1ccc(OCC(O)C(C)(C)C)c(C)c1)c1ccc(N(C)S(C)(=O)=O)c(C)c1. Reaction SMILES: [BH4-:36].[CH2:38]1[O:39][CH2:40][CH2:41][CH2:42]1.[CH3:1][C:2]([C:3]([CH2:4][O:5][c:6]1[c:7]([CH3:30])[cH:8][c:9]([C:12]([CH2:13][CH3:14])([CH2:15][CH3:16])[c:17]2[cH:18][c:19]([CH3:29])[c:20]([N:23]([S:24](=[O:25])(=[O:26])[CH3:27])[CH3:28])[cH:21][cH:22]2)[cH:10][cH:11]1)=[O:31])([CH3:32])[CH3:33].[CH3:34][OH:35].[Na+:37]>>[CH3:1][C:2]([CH:3]([CH2:4][O:5][c:6]1[c:7]([CH3:30])[cH:8][c:9]([C:12]([CH2:13][CH3:14])([CH2:15][CH3:16])[c:17]2[cH:18][c:19]([CH3:29])[c:20]([N:23]([S:24](=[O:25])(=[O:26])[CH3:27])[CH3:28])[cH:21][cH:22]2)[cH:10][cH:11]1)[OH:31])([CH3:32])[CH3:33]. Reactants: S1C(=CC=C1)C=CC1=CC(=CC=C1)C(CCCCC)=O (1-(2-Thienyl)-2-(3-hexanoylphenyl)ethylene), [BH4-].[Na+] (sodium borohydride). The solvent is C(C)O (ethanol). Reaction conditions: time 8 hour. Yields the product S1C(=CC=C1)C=CC1=CC(=CC=C1)C(CCCCC)O (1-(2-Thienyl)-2-[3-(1-hydroxyhexyl) phenyl]ethylene). Reaction SMILES: [S:1]1[CH:5]=[CH:4][CH:3]=[C:2]1[CH:6]=[CH:7][C:8]1[CH:13]=[CH:12][CH:11]=[C:10]([C:14](=[O:20])[CH2:15][CH2:16][CH2:17][CH2:18][CH3:19])[CH:9]=1.[BH4-].[Na+]>C(O)C>[S:1]1[CH:5]=[CH:4][CH:3]=[C:2]1[CH:6]=[CH:7][C:8]1[CH:13]=[CH:12][CH:11]=[C:10]([CH:14]([OH:20])[CH2:15][CH2:16][CH2:17][CH2:18][CH3:19])[CH:9]=1 |f:1.2|. Reported procedure: The ketone of Example 20 (1 g) is dissolved in ethanol, and sodium borohydride (0.2 g) is added. The mixture is stirred at room temperature overnight. Excess of the borohydride is destroyed by carefully adding a dilute HCl solution. The aqueous solution is extracted thoroughly with ether, and then the ether extract is washed with brine and dried. On removal of all volatiles, the pure alcohol is obtained as a clear, coloreess liquid in quantitative yield.